The task is: describe an organic reaction: reactants, conditions, products, and yield. This data is from the Open Reaction Database (ORD), a public repository of structured organic reaction records. Solvent: O1CCOCC1 (dioxane). The product is FC(C1=NC2=C(C=CC=C2C(=N1)SC)NC=O)(C1=NC=C(C=C1)F)F (N-(2-(difluoro(5-fluoropyridin-2-yl)methyl)-4-(methylthio)quinazolin-8-yl)formamide). Reaction conditions: temperature 90 celsius. Isolated yield 73.2%. Procedure details: To a mixture of 8-bromo-2-(difluoro(5-fluoropyridin-2-yl)methyl)-4-(methylthio)quinazoline from Example 35 step B (250 mg, 0.63 mmol), tris(dibenzylideneacetone)dipalladium (58 mg, 0.063 mmol), 4,5-bis(diphenylphosphino)-9,9-dimethylxanthene (109 mg, 0.19 mmol), formamide (0.075 mL, 1.875 mmol) and Cs2CO3 (284 mg, 0.875 mmol) was added dioxane (4 mL). The reaction vessel was evacuated and flushed with argon (3×) and the mixture was heated at 90° C. overnight. The mixture was diluted with DCM and... Starting materials: BrC=1C=CC=C2C(=NC(=NC12)C(C1=NC=C(C=C1)F)(F)F)SC (8-bromo-2-(difluoro(5-fluoropyridin-2-yl)methyl)-4-(methylthio)quinazoline), C1(=CC=CC=C1)P(C1=CC=CC=2C(C3=CC=CC(=C3OC12)P(C1=CC=CC=C1)C1=CC=CC=C1)(C)C)C1=CC=CC=C1 (4,5-bis(diphenylphosphino)-9,9-dimethylxanthene), C(=O)N (formamide), C(=O)([O-])[O-].[Cs+].[Cs+] (Cs2CO3). The reagents and catalysts are C=1C=CC(=CC1)/C=C/C(=O)/C=C/C2=CC=CC=C2.C=1C=CC(=CC1)/C=C/C(=O)/C=C/C2=CC=CC=C2.C=1C=CC(=CC1)/C=C/C(=O)/C=C/C2=CC=CC=C2.[Pd].[Pd] (tris(dibenzylideneacetone)dipalladium). RXN SMILES: Br[C:2]1[CH:3]=[CH:4][CH:5]=[C:6]2[C:11]=1[N:10]=[C:9]([C:12]([F:21])([F:20])[C:13]1[CH:18]=[CH:17][C:16]([F:19])=[CH:15][N:14]=1)[N:8]=[C:7]2[S:22][CH3:23].C1(P(C2C=CC=CC=2)C2C3OC4C(=CC=CC=4P(C4C=CC=CC=4)C4C=CC=CC=4)C(C)(C)C=3C=CC=2)C=CC=CC=1.[CH:66]([NH2:68])=[O:67].C([O-])([O-])=O.[Cs+].[Cs+]>C1C=CC(/C=C/C(/C=C/C2C=CC=CC=2)=O)=CC=1.C1C=CC(/C=C/C(/C=C/C2C=CC=CC=2)=O)=CC=1.C1C=CC(/C=C/C(/C=C/C2C=CC=CC=2)=O)=CC=1.[Pd].[Pd].O1CCOCC1>[F:20][C:12]([F:21])([C:13]1[CH:18]=[CH:17][C:16]([F:19])=[CH:15][N:14]=1)[C:9]1[N:8]=[C:7]([S:22][CH3:23])[C:6]2[C:11](=[C:2]([NH:68][CH:66]=[O:67])[CH:3]=[CH:4][CH:5]=2)[N:10]=1 |f:3.4.5,6.7.8.9.10|. Reactants: aqueous solution, [OH-].[Na+] (sodium hydroxide), FC1=C(C=CC=C1)C1=CC(=C(C(=O)O)C=C1)NC(=O)C=1C=NC=C(C1)C1=CC=CC=C1 (4-(2-fluorophenyl)-2-(5-phenylpyridine-3-carboxamido)benzoic acid). The solvent is C(C)O (Ethanol). Conditions: time 3 hour. Product: FC1=C(C=CC=C1)C1=CC(=C(C(=O)[O-])C=C1)NC(=O)C=1C=NC=C(C1)C1=CC=CC=C1.[Na+] (sodium 4-(2-fluorophenyl)-2-(5-phenylpyridine-3-carboxamido)-benzoate). Reaction SMILES: [OH-].[Na+:2].[F:3][C:4]1[CH:9]=[CH:8][CH:7]=[CH:6][C:5]=1[C:10]1[CH:18]=[CH:17][C:13]([C:14]([OH:16])=[O:15])=[C:12]([NH:19][C:20]([C:22]2[CH:23]=[N:24][CH:25]=[C:26]([C:28]3[CH:33]=[CH:32][CH:31]=[CH:30][CH:29]=3)[CH:27]=2)=[O:21])[CH:11]=1>C(O)C>[F:3][C:4]1[CH:9]=[CH:8][CH:7]=[CH:6][C:5]=1[C:10]1[CH:18]=[CH:17][C:13]([C:14]([O-:16])=[O:15])=[C:12]([NH:19][C:20]([C:22]2[CH:23]=[N:24][CH:25]=[C:26]([C:28]3[CH:33]=[CH:32][CH:31]=[CH:30][CH:29]=3)[CH:27]=2)=[O:21])[CH:11]=1.[Na+:2] |f:0.1,4.5|. Reported procedure: Ethanol (1.5 mL) and a 1 mol/L aqueous solution of sodium hydroxide (0.087 mL) were sequentially added to the obtained 4-(2-fluorophenyl)-2-(5-phenylpyridine-3-carboxamido)benzoic acid (36 mg), followed by stirring at room temperature for 3 hours. The solid substance was collected by filtration to obtain 22 mg of sodium 4-(2-fluorophenyl)-2-(5-phenylpyridine-3-carboxamido)-benzoate as a white solid. The reactants are C(C1=CC=CC=C1)OC(=O)N1[C@H](C(N(CC1)C[C@H](CC(=O)OC)O)=O)C ((S)-4-((S)-2-hydroxy-3-methoxycarbonyl-propyl)-2-methyl-3-oxo-piperazine-1-carboxylic acid benzyl ester), [OH-].[Li+] (lithium hydroxide). The product is C(C1=CC=CC=C1)OC(=O)N1[C@H](C(N(CC1)C[C@H](CC(=O)O)O)=O)C ((S)-4-((S)-3-Carboxy-2-hydroxy-propyl)-2-methyl-3-oxo-piperazine-1-carboxylic acid benzyl ester). The yield is 81.0%. As a reaction SMILES: [CH2:1]([O:8][C:9]([N:11]1[CH2:16][CH2:15][N:14]([CH2:17][C@@H:18]([OH:24])[CH2:19][C:20]([O:22]C)=[O:21])[C:13](=[O:25])[C@@H:12]1[CH3:26])=[O:10])[C:2]1[CH:7]=[CH:6][CH:5]=[CH:4][CH:3]=1.[OH-].[Li+]>>[CH2:1]([O:8][C:9]([N:11]1[CH2:16][CH2:15][N:14]([CH2:17][C@@H:18]([OH:24])[CH2:19][C:20]([OH:22])=[O:21])[C:13](=[O:25])[C@@H:12]1[CH3:26])=[O:10])[C:2]1[CH:7]=[CH:6][CH:5]=[CH:4][CH:3]=1 |f:1.2|. Procedure details: In analogy to the procedure described in Example 23B, (S)-4-((S)-2-hydroxy-3-methoxycarbonyl-propyl)-2-methyl-3-oxo-piperazine-1-carboxylic acid benzyl ester and 1 M aq. lithium hydroxide solution gave after extraction with EtOAc and precipitation (dichloromethane/n-pentane) the titled compound in 81% yield as light yellow waxy solid. MS: 351.15 (MH+). Reactants: CC1=CSCC(=O)N1, CC(C)=O, O=C(OO)c1cccc(Cl)c1, O. Product: CC1=CSC(O)C(=O)N1. As a reaction SMILES: [CH3:12][C:13]1=[CH:18][S:17][CH2:16][C:15](=[O:19])[NH:14]1.[CH3:21][C:22](=[O:23])[CH3:24].[Cl:1][c:2]1[cH:3][cH:4][cH:5][c:6]([C:7]([O:8][OH:10])=[O:9])[cH:11]1.[OH2:20]>>[OH:9][CH:16]1[C:15](=[O:19])[NH:14][C:13]([CH3:12])=[CH:18][S:17]1. Starting materials: CCCCc1nc(Cl)c(CO)n1Cc1ccc(-c2ccccc2-c2nnn[nH]2)cc1, CN(C)c1ccncc1, O=C(CCCCO[N+](=O)[O-])Oc1c(F)c(F)c(F)c(F)c1F. Yields the product CCCCc1nc(Cl)c(COC(=O)CCCCO[N+](=O)[O-])n1Cc1ccc(-c2ccccc2-c2nnn[nH]2)cc1. RXN SMILES: [CH2:1]([CH2:2][CH2:3][CH3:4])[c:5]1[n:6]([CH2:13][c:14]2[cH:15][cH:16][c:17](-[c:20]3[c:21](-[c:26]4[n:27][n:28][n:29][nH:30]4)[cH:22][cH:23][cH:24][cH:25]3)[cH:18][cH:19]2)[c:7]([CH2:11][OH:12])[c:8]([Cl:10])[n:9]1.[CH3:53][N:54]([c:55]1[cH:56][cH:57][n:58][cH:59][cH:60]1)[CH3:61].[F:31][c:32]1[c:33]([O:38][C:39](=[O:34])[CH2:40][CH2:41][CH2:42][CH2:43][O:44][N+:45](=[O:46])[O-:47])[c:35]([F:36])[c:37]([F:48])[c:49]([F:50])[c:51]1[F:52]>>[CH2:1]([CH2:2][CH2:3][CH3:4])[c:5]1[n:6]([CH2:13][c:14]2[cH:15][cH:16][c:17](-[c:20]3[c:21](-[c:26]4[n:27][n:28][n:29][nH:30]4)[cH:22][cH:23][cH:24][cH:25]3)[cH:18][cH:19]2)[c:7]([CH2:11][O:12][C:39](=[O:38])[CH2:40][CH2:41][CH2:42][CH2:43][O:44][N+:45](=[O:46])[O-:47])[c:8]([Cl:10])[n:9]1.